The task is: describe an organic reaction: reactants, conditions, products, and yield. This data is from the Open Reaction Database (ORD), a public repository of structured organic reaction records. Reactants: C(CCC)NCCCC (Di-n-butylamine), C(=O)NNC1=CC=C(C=C1)N=C=S (4-(2-formylhydrazino)phenyl isothiocyanate), C(=O)NNC1=CC=C(C=C1)NC(=S)N(CC1=CC=CC=C1)CC1=CC=CC=C1 (1-[4-(2-formylhydrazino)phenyl]-3,3-dibenzylthiourea). The product is C(=O)NNC1=CC=C(C=C1)NC(=S)N(CCCC)CCCC (1-[4-(2-formylhydrazino)phenyl]-3,3-dibutylthiourea). Reaction SMILES: C(NCCCC)CCC.C(NNC1C=CC(N=C=S)=CC=1)=O.[CH:23]([NH:25][NH:26][C:27]1[CH:32]=[CH:31][C:30]([NH:33][C:34]([N:36]([CH2:44][C:45]2C=CC=[CH:47][CH:46]=2)[CH2:37][C:38]2C=CC=[CH:40][CH:39]=2)=[S:35])=[CH:29][CH:28]=1)=[O:24]>>[CH:23]([NH:25][NH:26][C:27]1[CH:28]=[CH:29][C:30]([NH:33][C:34]([N:36]([CH2:44][CH2:45][CH2:46][CH3:47])[CH2:37][CH2:38][CH2:39][CH3:40])=[S:35])=[CH:31][CH:32]=1)=[O:24]. Reported procedure: Di-n-butylamine (0.13 g, 0.001 mole) and 4-(2-formylhydrazino)phenyl isothiocyanate (0.19 g, 0.001 mole) were reacted according to the procedure described for NA-11 in Example 3. Yield 0.10 g (31 percent), m.p. 139°-141° C. RXN SMILES: [NH2:1][C:2]1[CH:7]=[CH:6][C:5]([N+:8]([O-:10])=[O:9])=[CH:4][N:3]=1.OS(O)(=O)=O.[C:16](OC(=O)C)(=[O:18])[CH3:17]>>[N+:8]([C:5]1[CH:6]=[CH:7][C:2]([NH:1][C:16](=[O:18])[CH3:17])=[N:3][CH:4]=1)([O-:10])=[O:9]. The reactants are NC1=NC=C(C=C1)[N+](=O)[O-] (2-amino-5-nitropyridine), OS(=O)(=O)O (H2SO4), C(C)(=O)OC(C)=O (acetic anhydride). Product: [N+](=O)([O-])C=1C=CC(=NC1)NC(C)=O (N-(5-nitropyridin-2-yl)acetamide). Reaction conditions: temperature 130 celsius. Yield: 98.0%. Procedure: To a hot solution of 2-amino-5-nitropyridine (1.4 g, 10 mmol) in acetic anhydride (5 mL) at 100° C. was added conc. H2SO4 (0.1 mL). The resulting mixture was heated at 130° C. for 2 h, cooled and partitioned between EtOAc (200 mL) and water (100 mL). The layers were separated and the aqueous layer was washed once with EtOAc (100 mL). The combined organic layers were washed with water (100 mL), saturated aqueous NaHCO3 (100 mL) and then brine (50 mL); dried over anhydrous MgSO4 and concentrated u... The reactants are O=Cc1ccccc1O, O=[N+]([O-])c1ccc(Cl)cc1Cl, ClCCl, [K]. Product: O=Cc1ccccc1Oc1cc(Cl)ccc1[N+](=O)[O-]. Reaction SMILES: [CH:13](=[O:14])[c:15]1[cH:16][cH:17][cH:18][cH:19][c:20]1[OH:21].[Cl:1][c:2]1[c:3]([N+:9](=[O:10])[O-:11])[cH:4][cH:5][c:6]([Cl:8])[cH:7]1.[Cl:22][CH2:23][Cl:24].[K:12]>>[c:2]1([O:21][c:20]2[c:15]([CH:13]=[O:14])[cH:16][cH:17][cH:18][cH:19]2)[c:3]([N+:9](=[O:10])[O-:11])[cH:4][cH:5][c:6]([Cl:8])[cH:7]1. Reactants: [Li]C, C1CCOC1, O=C(O)c1ccc2[nH]ccc2c1. Product: CC(=O)c1ccc2[nH]ccc2c1. As a reaction SMILES: [CH3:13][Li:14].[O:15]1[CH2:16][CH2:17][CH2:18][CH2:19]1.[nH:1]1[cH:2][cH:3][c:4]2[cH:5][c:6]([C:10](=[O:11])[OH:12])[cH:7][cH:8][c:9]12>>[nH:1]1[cH:2][cH:3][c:4]2[cH:5][c:6]([C:10](=[O:12])[CH3:13])[cH:7][cH:8][c:9]12. Reaction SMILES: [CH3:13][OH:14].[CH3:1][O:2][C:3]([C:4]([CH2:5][C:6](=[O:7])[OH:8])=[C:9]([CH3:10])[CH3:11])=[O:12]>>[CH3:1][O:2][C:3]([CH:4]([CH2:5][C:6](=[O:7])[OH:8])[CH:9]([CH3:10])[CH3:11])=[O:12]. The product is COC(=O)C(CC(=O)O)C(C)C. The reactants are CO, COC(=O)C(CC(=O)O)=C(C)C.